Dataset: the Open Reaction Database (ORD), a public repository of structured organic reaction records. Task: describe an organic reaction: reactants, conditions, products, and yield The reactants are [Si](C)(C)(C(C)(C)C)OCC1(CCC1)CCO (2-[1-({[tert-butyl(dimethyl)silyl]oxy}methyl)cyclobutyl]ethanol), CN1C(=NC=C1)S (1-methyl-1H-imidazole-2-thiol). Yields the product [Si](C)(C)(C(C)(C)C)OCC1(CCC1)CCSC=1N(C=CN1)C (2-({2-[1-({[tert-butyl(dimethyl)silyl]oxy}methyl)cyclobutyl]ethyl}sulfanyl)-1-methyl-1H-imidazole). RXN SMILES: [Si:1]([O:8][CH2:9][C:10]1([CH2:14][CH2:15]O)[CH2:13][CH2:12][CH2:11]1)([C:4]([CH3:7])([CH3:6])[CH3:5])([CH3:3])[CH3:2].[CH3:17][N:18]1[CH:22]=[CH:21][N:20]=[C:19]1[SH:23]>>[Si:1]([O:8][CH2:9][C:10]1([CH2:14][CH2:15][S:23][C:19]2[N:18]([CH3:17])[CH:22]=[CH:21][N:20]=2)[CH2:13][CH2:12][CH2:11]1)([C:4]([CH3:7])([CH3:6])[CH3:5])([CH3:3])[CH3:2]. Procedure details: The title compound was prepared using the same experimental procedure as in example 19a using 2-[1-({[tert-butyl(dimethyl)silyl]oxy}methyl)cyclobutyl]ethanol and 1-methyl-1H-imidazole-2-thiol. 1H NMR (300 MHz, CDCl3) δ 7.22 (s, 1H), 7.01 (s, 1H), 3.58 (s, 3H), 3.43 (s, 2H), 1.85-1.73 (m, 6H), 2.91 (t, J=6 Hz, 2H), 1.48 (s, 9H), 1.21 (t, J=4 Hz, 2H), 0.04 (s, 6H). GC-MS m/z 341 (M+H). The reactants are CC(=O)O, CCO, COc1cc2ncc(C(N)=O)c(Cl)c2cc1OC, Cc1c(N)cccc1CO, N. Yields the product COc1cc2ncc(C(N)=O)c(Nc3cccc(CO)c3C)c2cc1OC. RXN SMILES: [CH3:29][C:30](=[O:31])[OH:32].[CH3:34][CH2:35][OH:36].[Cl:1][c:2]1[c:3]([C:16](=[O:17])[NH2:18])[cH:4][n:5][c:6]2[cH:7][c:8]([O:14][CH3:15])[c:9]([O:12][CH3:13])[cH:10][c:11]12.[NH2:19][c:20]1[c:21]([CH3:28])[c:22]([CH2:23][OH:24])[cH:25][cH:26][cH:27]1.[NH3:33]>>[c:2]1([NH:19][c:20]2[c:21]([CH3:28])[c:22]([CH2:23][OH:24])[cH:25][cH:26][cH:27]2)[c:3]([C:16](=[O:17])[NH2:18])[cH:4][n:5][c:6]2[cH:7][c:8]([O:14][CH3:15])[c:9]([O:12][CH3:13])[cH:10][c:11]12.